This data is from the Open Reaction Database (ORD), a public repository of structured organic reaction records. The task is: describe an organic reaction: reactants, conditions, products, and yield Starting materials: ClC=1C=CC=C2C(=C(N=NC12)C1=CC=CC=C1)C=1C=C(C=CC1)N (3-(8-chloro-3-phenyl-cinnolin-4-yl)-phenylamine), ClC=1C=CC(=C(C=O)C1)C(F)(F)F (5-chloro-2-trifluoromethylbenzaldehyde). The product is ClC=1C=CC=C2C(=C(N=NC12)C1=CC=CC=C1)C1=CC(=CC=C1)OCC1=C(C=CC(=C1)Cl)C(F)(F)F (8-Chloro-4-(3-{[5-chloro-2-(trifluoromethyl)benzyl]oxy}phenyl)-3-phenylcinnoline). Reaction SMILES: [Cl:1][C:2]1[CH:3]=[CH:4][CH:5]=[C:6]2[C:11]=1[N:10]=[N:9][C:8]([C:12]1[CH:17]=[CH:16][CH:15]=[CH:14][CH:13]=1)=[C:7]2[C:18]1[CH:19]=[C:20](N)[CH:21]=[CH:22][CH:23]=1.[Cl:25][C:26]1[CH:27]=[CH:28][C:29]([C:34]([F:37])([F:36])[F:35])=[C:30]([CH:33]=1)[CH:31]=[O:32]>>[Cl:1][C:2]1[CH:3]=[CH:4][CH:5]=[C:6]2[C:11]=1[N:10]=[N:9][C:8]([C:12]1[CH:17]=[CH:16][CH:15]=[CH:14][CH:13]=1)=[C:7]2[C:18]1[CH:23]=[CH:22][CH:21]=[C:20]([O:32][CH2:31][C:30]2[CH:33]=[C:26]([Cl:25])[CH:27]=[CH:28][C:29]=2[C:34]([F:37])([F:35])[F:36])[CH:19]=1. Reported procedure: The title compound was prepared from 3-(8-chloro-3-phenyl-cinnolin-4-yl)-phenylamine and 5-chloro-2-trifluoromethylbenzaldehyde according to the procedure of Step 5 Example 6. MS (ES) m/z 525.1.